describe an organic reaction: reactants, conditions, products, and yield From a dataset of the Open Reaction Database (ORD), a public repository of structured organic reaction records. The reactants are ClC1=NC(=CC(=C1)C1=CCN(CC1)C(=O)OC(C)(C)C)N(C)CCO (tert-butyl 4-(2-chloro-6-(2-hydroxyethyl(methyl)amino)-4-pyridyl)-5,6-dihydro-2H-pyridine-1-carboxylate), CC1=CC(=NC=C1)N (4-methylpyridin-2-amine), CC(C)([O-])C.[Na+] (sodium tert-butoxide), C1(CCCCC1)P(C1=C(C=CC=C1)C1=C(C=CC=C1OC(C)C)OC(C)C)C1CCCCC1 (2-dicyclohexylphosphino-2′,6′-diisopropoxybiphenyl), RuPhos palladium(II) phenethylamine chloride. The solvent is O1CCOCC1 (1,4-dioxane). Conditions: temperature 120 celsius. Product: OCCN(C1=NC(=CC(=C1)C1=CCN(CC1)C(=O)OC(C)(C)C)NC1=NC=CC(=C1)C)C (tert-butyl 4-(2-((2-hydroxyethyl)(methyl)amino)-6-(4-methylpyridin-2-ylamino)pyridin-4-yl)-5,6-dihydropyridine-1(2H)-carboxylate). The yield is 51.2%. Reaction SMILES: Cl[C:2]1[CH:7]=[C:6]([C:8]2[CH2:13][CH2:12][N:11]([C:14]([O:16][C:17]([CH3:20])([CH3:19])[CH3:18])=[O:15])[CH2:10][CH:9]=2)[CH:5]=[C:4]([N:21]([CH2:23][CH2:24][OH:25])[CH3:22])[N:3]=1.[CH3:26][C:27]1[CH:32]=[CH:31][N:30]=[C:29]([NH2:33])[CH:28]=1.CC(C)([O-])C.[Na+].C1(P(C2CCCCC2)C2C=CC=CC=2C2C(OC(C)C)=CC=CC=2OC(C)C)CCCCC1>O1CCOCC1>[OH:25][CH2:24][CH2:23][N:21]([CH3:22])[C:4]1[CH:5]=[C:6]([C:8]2[CH2:13][CH2:12][N:11]([C:14]([O:16][C:17]([CH3:18])([CH3:19])[CH3:20])=[O:15])[CH2:10][CH:9]=2)[CH:7]=[C:2]([NH:33][C:29]2[CH:28]=[C:27]([CH3:26])[CH:32]=[CH:31][N:30]=2)[N:3]=1 |f:2.3|. Procedure: To a mixture of tert-butyl 4-(2-chloro-6-(2-hydroxyethyl(methyl)amino)-4-pyridyl)-5,6-dihydro-2H-pyridine-1-carboxylate (220 mg, 0.60 mmol), 4-methylpyridin-2-amine (71.13 mg, 0.66 mmol), sodium tert-butoxide (86.2 mg, 0.90 mmol), 2-dicyclohexylphosphino-2′,6′-diisopropoxybiphenyl (34.9 mg, 0.075 mmol), and RuPhos palladium(II) phenethylamine chloride (43.6 mg, 0.06 mmol) in 1,4-dioxane (3.0 mL) was capped in a small CEM microwave vial, de-gassed with N2, and heated in microwave at 120° C. for 1... Starting materials: FC(OC=1C=C2C=C(C(=NC2=CC1)C(=O)O)C(=O)O)F (6-difluoromethoxyquinoline-2,3-dicarboxylic acid). Reaction conditions: temperature 85 celsius, time 1 hour. The product is FC(OC=1C=C2C=C3C(=NC2=CC1)C(=O)OC3=O)F (6-difluoromethoxyquinoline-2,3-dicarboxylic acid anhydride). Run in C(C)(=O)OC(C)=O (acetic anhydride). Procedure details: A mixture of 6-difluoromethoxyquinoline-2,3-dicarboxylic acid (0.14 mol) in 125 mL acetic anhydride is heated at 85° C. for one-half hour and then at 100° C. for one hour. The mixture is cooled, then filtered and the solids washed with ether to give 6-difluoromethoxyquinoline-2,3-dicarboxylic acid anhydride mp 157.5°-158.5° C. As a reaction SMILES: [F:1][CH:2]([F:20])[O:3][C:4]1[CH:5]=[C:6]2[C:11](=[CH:12][CH:13]=1)[N:10]=[C:9]([C:14](O)=[O:15])[C:8]([C:17]([OH:19])=[O:18])=[CH:7]2>C(OC(=O)C)(=O)C>[F:1][CH:2]([F:20])[O:3][C:4]1[CH:5]=[C:6]2[C:11](=[CH:12][CH:13]=1)[N:10]=[C:9]1[C:14]([O:18][C:17](=[O:19])[C:8]1=[CH:7]2)=[O:15].